This data is from the Open Reaction Database (ORD), a public repository of structured organic reaction records. The task is: describe an organic reaction: reactants, conditions, products, and yield Reactants: Cl (hydrochloric acid), Br[C@@]1(C[C@](O)([C@@H](C(O)C(C2=CC=CC=C2)OC)O1)C(C1=CC=CC=C1)OC)N1C(=O)NC(=O)C(C)(C1)C(C1=CC=CC=C1)OC (1′-bromo-3′,5′,5-tris(methoxybenzyl)thymidine), [O-]CC.[Na+] (sodium ethoxide). Solvent: C(C)O (ethanol), C(C)O (ethanol). Reaction conditions: time 1 hour. Yields the product C(C)O[C@@]1(C[C@](O)([C@@H](C(O)C(C2=CC=CC=C2)OC)O1)C(C1=CC=CC=C1)OC)N1C(=O)NC(=O)C(C)(C1)C(C1=CC=CC=C1)OC (1′-ethoxy-3′,5′,5-tris(methoxybenzyl)thymidine). RXN SMILES: Br[C@@:2]1([N:28]2[CH2:36][C:34]([CH:37]([O:44][CH3:45])[C:38]3[CH:43]=[CH:42][CH:41]=[CH:40][CH:39]=3)([CH3:35])[C:32](=[O:33])[NH:31][C:29]2=[O:30])[O:18][C@H:6]([CH:7]([CH:9]([O:16][CH3:17])[C:10]2[CH:15]=[CH:14][CH:13]=[CH:12][CH:11]=2)[OH:8])[C@@:4]([CH:19]([O:26][CH3:27])[C:20]2[CH:25]=[CH:24][CH:23]=[CH:22][CH:21]=2)([OH:5])[CH2:3]1.[O-:46][CH2:47][CH3:48].[Na+].Cl>C(O)C>[CH2:47]([O:46][C@@:2]1([N:28]2[CH2:36][C:34]([CH:37]([O:44][CH3:45])[C:38]3[CH:43]=[CH:42][CH:41]=[CH:40][CH:39]=3)([CH3:35])[C:32](=[O:33])[NH:31][C:29]2=[O:30])[O:18][C@H:6]([CH:7]([CH:9]([O:16][CH3:17])[C:10]2[CH:15]=[CH:14][CH:13]=[CH:12][CH:11]=2)[OH:8])[C@@:4]([CH:19]([O:26][CH3:27])[C:20]2[CH:25]=[CH:24][CH:23]=[CH:22][CH:21]=2)([OH:5])[CH2:3]1)[CH3:48] |f:1.2|. Procedure details: 1′-bromo-3′,5′,5-tris(methoxybenzyl)thymidine in ethanol is added to a stirred solution of sodium ethoxide in ethanol at −10° C. The resulting reaction mixture is stirred at room temperature for 1 h, neutralized with dilute hydrochloric acid. Ethanol is evaporated and the remaining mixture extracted with ethyl acetate. The crude is purified by chromatography to give a mixture of a and a diasteriomers. Starting materials: N1=CC=CC=C1 (pyridine), C1(CC1)C(C(=O)Cl)C1=CC=C(C=C1)Cl (α-cyclopropyl-4-chlorophenylacetyl chloride), FC1=CC=C(OC=2C=C(C(C#N)O)C=CC2)C=C1 (3-(4-fluorophenoxy)-α-cyanobenzyl alcohol). Solvent: C1(=CC=CC=C1)C (toluene), C1(=CC=CC=C1)C (toluene), C1(=CC=CC=C1)C (toluene). Product: C1(CC1)C(C(=O)OC(C1=CC(=CC=C1)OC1=CC=C(C=C1)F)C#N)C1=CC=C(C=C1)Cl (3-(4-fluorophenoxy)-α-cyanobenzyl α-cyclopropyl-4-chlorophenylacetate). Reaction SMILES: N1C=CC=CC=1.[CH:7]1([CH:10]([C:14]2[CH:19]=[CH:18][C:17]([Cl:20])=[CH:16][CH:15]=2)[C:11](Cl)=[O:12])[CH2:9][CH2:8]1.[F:21][C:22]1[CH:38]=[CH:37][C:25]([O:26][C:27]2[CH:28]=[C:29]([CH:34]=[CH:35][CH:36]=2)[CH:30]([OH:33])[C:31]#[N:32])=[CH:24][CH:23]=1>C1(C)C=CC=CC=1>[CH:7]1([CH:10]([C:14]2[CH:19]=[CH:18][C:17]([Cl:20])=[CH:16][CH:15]=2)[C:11]([O:33][CH:30]([C:31]#[N:32])[C:29]2[CH:34]=[CH:35][CH:36]=[C:27]([O:26][C:25]3[CH:37]=[CH:38][C:22]([F:21])=[CH:23][CH:24]=3)[CH:28]=2)=[O:12])[CH2:9][CH2:8]1. Procedure details: With stirring, 1 g of pyridine in 3 ml of toluene and 2.3 g of α-cyclopropyl-4-chlorophenylacetyl chloride in 3 ml of toluene are added successively at 0° to 10° C. to a solution of 2.43 g of 3-(4-fluorophenoxy)-α-cyanobenzyl alcohol in 20 ml of toluene. After stirring for 10 hours at room temperature, the reaction mixture is washed with water, 2 N hydrochloric acid and 3% sodium bicarbonate solution. The organic layer is dried over sodium sulfate and the toluene is distilled off, affording the ... The reactants are C(C)(=O)C1=CC=CC=C1 (acetophenone), NN (hydrazine). The solvent is C(C)O (ethanol). Conditions: time 2 hour. The product is C(C)(C1=CC=CC=C1)=NN (Acetophenone hydrazone). Yield: 68.8%. As a reaction SMILES: [C:1]([C:4]1[CH:9]=[CH:8][CH:7]=[CH:6][CH:5]=1)(=O)[CH3:2].[NH2:10][NH2:11]>C(O)C>[C:1](=[N:10][NH2:11])([C:4]1[CH:9]=[CH:8][CH:7]=[CH:6][CH:5]=1)[CH3:2]. Procedure details: acetophenone (2.0 g, 16 mmol) is diluted in 16 ml of absolute ethanol and then hydrazine (2.3 ml, 48 mmol) is added. The mixture is heated to reflux temperature. After 2 h, the solvent is evaporated and the residue is taken up in ether (150 ml). The medium is washed with water (100 ml). After drying over Na2SO4, the ether is evaporated off. A pale yellow oil (1.5 g, 11 mmol, 69%) is obtained. Starting materials: CCOC(=O)c1ccc(Nc2cc3c(cc2C)C(C)=CCC3(C)C)cc1, O=CC1CC1. Yields the product CCOC(=O)c1ccc(N(CC)c2cc3c(cc2C)C(C)=CCC3(C)C)cc1. Reaction SMILES: [CH3:1][c:2]1[c:3]([NH:15][c:16]2[cH:17][cH:18][c:19]([C:20](=[O:21])[O:22][CH2:23][CH3:24])[cH:25][cH:26]2)[cH:4][c:5]2[c:10]([cH:11]1)[C:9]([CH3:12])=[CH:8][CH2:7][C:6]2([CH3:13])[CH3:14].[CH:27]1([CH:29]=[O:30])[CH2:28][CH2:31]1>>[CH3:1][c:2]1[c:3]([N:15]([c:16]2[cH:17][cH:18][c:19]([C:20](=[O:21])[O:22][CH2:23][CH3:24])[cH:25][cH:26]2)[CH2:27][CH3:28])[cH:4][c:5]2[c:10]([cH:11]1)[C:9]([CH3:12])=[CH:8][CH2:7][C:6]2([CH3:13])[CH3:14]. Starting materials: C(C)(C)(C)[SiH2]OC(C=1OC(=CN1)C(C)=O)(C)C (1-[2-(tert-butyl-dimethyl-silanyloxymethyl)-oxazol-5-yl]-ethanone), C(CO)O (ethylene glycol), COC(OC)OC (trimethylorthoformate), N#N (N2), LiBF4. Solvent: C(=O)(O)[O-].[Na+] (NaHCO3). Run at temperature 95 celsius. Product: CC1(OCCO1)C1=CN=C(O1)CO ([5-(2-Methyl-[1,3]dioxolan-2-yl)-oxazol-2-yl]-methanol). Reaction SMILES: N#N.C([SiH2][O:8][C:9](C)(C)[C:10]1[O:11][C:12]([C:15](=[O:17])[CH3:16])=[CH:13][N:14]=1)(C)(C)C.[CH2:20](O)[CH2:21][OH:22].COC(OC)OC>C([O-])(O)=O.[Na+]>[CH3:16][C:15]1([C:12]2[O:11][C:10]([CH2:9][OH:8])=[N:14][CH:13]=2)[O:17][CH2:20][CH2:21][O:22]1 |f:4.5|. Procedure details: In a flame dried round-bottomed flask equipped with a magnetic stir bar and a condenser under inert atmosphere (N2), a solution of 1-[2-(tert-butyl-dimethyl-silanyloxymethyl)-oxazol-5-yl]-ethanone (105 mg, 0.41 mmol) in ethylene glycol (0.46 mL, 8.22 mmol) was treated with trimethylorthoformate (0.09 mL, 0.82 mmol) followed by LiBF4 (8 mg, 0.08 mmol). The reaction mixture was heated at 95° C. until reaction completion. Sat. aq. NaHCO3 (10 mL) was added and the mixture was extracted with EA (2×10... Starting materials: CC(C)(C)OC(=O)N1CCN(c2ccc(N)nc2)CC1, CCOC(=O)c1c(C)c2cnc(S(C)=O)nc2n(C2CCCC2)c1=O, CCOCC, Cc1ccccc1. The product is CCOC(=O)c1c(C)c2cnc(Nc3ccc(N4CCN(C(=O)OC(C)(C)C)CC4)cn3)nc2n(C2CCCC2)c1=O. Reaction SMILES: [C:26]([CH3:27])([CH3:28])([CH3:29])[O:30][C:31](=[O:32])[N:33]1[CH2:34][CH2:35][N:36]([c:39]2[cH:40][n:41][c:42]([NH2:45])[cH:43][cH:44]2)[CH2:37][CH2:38]1.[CH2:1]([CH3:2])[O:3][C:4](=[O:5])[c:6]1[c:7]([CH3:25])[c:8]2[c:9]([n:10][c:11]([S:14]([CH3:15])=[O:16])[n:12][cH:13]2)[n:17]([CH:20]2[CH2:21][CH2:22][CH2:23][CH2:24]2)[c:18]1=[O:19].[CH3:46][CH2:47][O:48][CH2:49][CH3:50].[CH3:51][c:52]1[cH:53][cH:54][cH:55][cH:56][cH:57]1>>[CH2:1]([CH3:2])[O:3][C:4](=[O:5])[c:6]1[c:7]([CH3:25])[c:8]2[c:9]([n:10][c:11]([NH:45][c:42]3[n:41][cH:40][c:39]([N:36]4[CH2:35][CH2:34][N:33]([C:31]([O:30][C:26]([CH3:27])([CH3:28])[CH3:29])=[O:32])[CH2:38][CH2:37]4)[cH:44][cH:43]3)[n:12][cH:13]2)[n:17]([CH:20]2[CH2:21][CH2:22][CH2:23][CH2:24]2)[c:18]1=[O:19]. Starting materials: [Si](C)(C)(C(C)(C)C)OC1=CC=C(C(=O)C2=CC=C(CN3C=CC4=C3N=C(N(C4=O)CC)SC)C=C2)C=C1 (7-[4-(4-t-butyldimethylsilyloxybenzoyl)benzyl]-3-ethyl-2-methylthio-7H-pyrrolo[2,3-d]pyrimidin-4-one), [F-].C(CCC)[N+](CCCC)(CCCC)CCCC.C1CCOC1 (tetrabutylammonium fluoride THF), O (water). Run in C1CCOC1 (THF). Conditions: time 30 minute. Yields the product C(C)N1C(=NC2=C(C1=O)C=CN2CC2=CC=C(C=C2)C(C2=CC=C(C=C2)O)=O)SC (3-Ethyl-7-[4-(4-hydroxybenzoyl)benzyl]-2-methylthio-7H-pyrrolo[2,3-d]pyrimidin-4-one). Yield: 93.1%. Reaction SMILES: [Si]([O:8][C:9]1[CH:37]=[CH:36][C:12]([C:13]([C:15]2[CH:35]=[CH:34][C:18]([CH2:19][N:20]3[C:24]4[N:25]=[C:26]([S:32][CH3:33])[N:27]([CH2:30][CH3:31])[C:28](=[O:29])[C:23]=4[CH:22]=[CH:21]3)=[CH:17][CH:16]=2)=[O:14])=[CH:11][CH:10]=1)(C(C)(C)C)(C)C.[F-].C([N+](CCCC)(CCCC)CCCC)CCC.C1COCC1.O>C1COCC1>[CH2:30]([N:27]1[C:28](=[O:29])[C:23]2[CH:22]=[CH:21][N:20]([CH2:19][C:18]3[CH:17]=[CH:16][C:15]([C:13](=[O:14])[C:12]4[CH:36]=[CH:37][C:9]([OH:8])=[CH:10][CH:11]=4)=[CH:35][CH:34]=3)[C:24]=2[N:25]=[C:26]1[S:32][CH3:33])[CH3:31] |f:1.2.3|. Reported procedure: In THF (76.8 ml) was dissolved 7-[4-(4-t-butyldimethylsilyloxybenzoyl)benzyl]-3-ethyl-2-methylthio-7H-pyrrolo[2,3-d]pyrimidin-4-one (4.10 g) followed by addition of 1M-tetrabutylammonium fluoride-THF (7.68 ml), and the mixture was stirred for 30 minutes. To this reaction mixture was added water and the THF was distilled off. Then, ethyl acetate was added to the residue and the organic layer was separated. The organic layer was washed with saturated aqueous NaCl solution and dried over anhydrous ... Starting materials: C(C)C=1C(=NC(=CC1)C)N (3-ethyl-6-methylpyridin-2-amine), CC1=NOC(=C1COC1=CC=C(C=C1)S(=O)(=O)Cl)C (4-((3,5-dimethylisoxazol-4-yl)methoxy)benzene-1-sulfonyl chloride), Intermediate 54. The product is CC1=NOC(=C1COC1=CC=C(C=C1)S(=O)(=O)NC1=NC(=CC=C1CC)C)C (4-((3,5-dimethylisoxazol-4-yl)-methoxy)-N-(3-ethyl-6-methylpyridin-2-yl)benzenesulfonamide). Reported procedure: The title compound (70.1 mg) was prepared from 3-ethyl-6-methylpyridin-2-amine (0.091 g, 0.3 mmol) and 4-((3,5-dimethylisoxazol-4-yl)methoxy)benzene-1-sulfonyl chloride (0.136 g, 0.45 mmol), following the procedure described for Intermediate 54. LCMS (2 min, formic) Rt 1.02 min, m/z (ES+) 402 (M+H). As a reaction SMILES: [CH2:1]([C:3]1[C:4]([NH2:10])=[N:5][C:6]([CH3:9])=[CH:7][CH:8]=1)[CH3:2].[CH3:11][C:12]1[C:16]([CH2:17][O:18][C:19]2[CH:24]=[CH:23][C:22]([S:25](Cl)(=[O:27])=[O:26])=[CH:21][CH:20]=2)=[C:15]([CH3:29])[O:14][N:13]=1>>[CH3:11][C:12]1[C:16]([CH2:17][O:18][C:19]2[CH:20]=[CH:21][C:22]([S:25]([NH:10][C:4]3[C:3]([CH2:1][CH3:2])=[CH:8][CH:7]=[C:6]([CH3:9])[N:5]=3)(=[O:27])=[O:26])=[CH:23][CH:24]=2)=[C:15]([CH3:29])[O:14][N:13]=1. Yield: 58.2%. The reactants are CCOC(=O)c1ccc(Nc2nccc(Nc3nccs3)n2)cc1, CCOC(=O)c1ccc(Nc2nccc(-c3cccnc3)n2)cc1. The product is O=C(O)c1ccc(Nc2nccc(Nc3nccs3)n2)cc1. Reaction SMILES: [CH2:1]([CH3:2])[O:3][C:4]([c:5]1[cH:6][cH:7][c:8]([NH:11][c:12]2[n:13][cH:14][cH:15][c:16]([NH:18][c:19]3[s:20][cH:21][cH:22][n:23]3)[n:17]2)[cH:9][cH:10]1)=[O:24].[CH2:25]([O:26][C:27](=[O:28])[c:29]1[cH:30][cH:31][c:32]([NH:33][c:34]2[n:35][c:36](-[c:37]3[cH:38][n:39][cH:40][cH:41][cH:42]3)[cH:43][cH:44][n:45]2)[cH:46][cH:47]1)[CH3:48]>>[O:3]=[C:4]([c:5]1[cH:6][cH:7][c:8]([NH:11][c:12]2[n:13][cH:14][cH:15][c:16]([NH:18][c:19]3[s:20][cH:21][cH:22][n:23]3)[n:17]2)[cH:9][cH:10]1)[OH:24]. Reactants: C1CCOC1, CCC(c1ccccc1)N1Cc2cc3c(cc2CC1C(=O)OC)OCC(c1ccc(OCc2ccc(Cl)c(Cl)c2)cc1)O3, CO, [Li+], [OH-]. Product: CCC(c1ccccc1)N1Cc2cc3c(cc2CC1C(=O)O)OCC(c1ccc(OCc2ccc(Cl)c(Cl)c2)cc1)O3. As a reaction SMILES: [CH2:48]1[O:49][CH2:50][CH2:51][CH2:52]1.[CH3:1][O:2][C:3](=[O:4])[CH:5]1[N:6]([CH:35]([CH2:36][CH3:37])[c:38]2[cH:39][cH:40][cH:41][cH:42][cH:43]2)[CH2:7][c:8]2[cH:9][c:10]3[c:11]([cH:12][c:13]2[CH2:14]1)[O:15][CH2:16][CH:17]([c:19]1[cH:20][cH:21][c:22]([O:25][CH2:26][c:27]2[cH:28][c:29]([Cl:34])[c:30]([Cl:33])[cH:31][cH:32]2)[cH:23][cH:24]1)[O:18]3.[CH3:44][OH:45].[Li+:47].[OH-:46]>>[O:2]=[C:3]([OH:4])[CH:5]1[N:6]([CH:35]([CH2:36][CH3:37])[c:38]2[cH:39][cH:40][cH:41][cH:42][cH:43]2)[CH2:7][c:8]2[cH:9][c:10]3[c:11]([cH:12][c:13]2[CH2:14]1)[O:15][CH2:16][CH:17]([c:19]1[cH:20][cH:21][c:22]([O:25][CH2:26][c:27]2[cH:28][c:29]([Cl:34])[c:30]([Cl:33])[cH:31][cH:32]2)[cH:23][cH:24]1)[O:18]3.